Dataset: the Open Reaction Database (ORD), a public repository of structured organic reaction records. Task: describe an organic reaction: reactants, conditions, products, and yield Reactants: CN1C(=O)C(c2cccc(OCCN3CCOCC3)c2)=C(c2cn(C)c3ccccc23)C1=O, CCO, [K+], [OH-], O. Product: Cn1cc(C2=C(c3cccc(OCCN4CCOCC4)c3)C(=O)OC2=O)c2ccccc21. Reaction SMILES: [CH3:1][n:2]1[cH:3][c:4]([C:11]2=[C:15]([c:16]3[cH:17][c:18]([O:22][CH2:23][CH2:24][N:25]4[CH2:26][CH2:27][O:28][CH2:29][CH2:30]4)[cH:19][cH:20][cH:21]3)[C:14](=[O:31])[N:13]([CH3:32])[C:12]2=[O:33])[c:5]2[cH:6][cH:7][cH:8][cH:9][c:10]12.[CH3:36][CH2:37][OH:38].[K+:35].[OH-:34].[OH2:39]>>[CH3:1][n:2]1[cH:3][c:4]([C:11]2=[C:15]([c:16]3[cH:17][c:18]([O:22][CH2:23][CH2:24][N:25]4[CH2:26][CH2:27][O:28][CH2:29][CH2:30]4)[cH:19][cH:20][cH:21]3)[C:14](=[O:31])[O:33][C:12]2=[O:34])[c:5]2[cH:6][cH:7][cH:8][cH:9][c:10]12.